Dataset: the Open Reaction Database (ORD), a public repository of structured organic reaction records. Task: describe an organic reaction: reactants, conditions, products, and yield Reactants: CN1C=NC=C1 (N-methylimidazole), C(C)OC(=O)Cl (ethylchloroformate), [N+](=O)(O)[O-] (nitric acid). The solvent is C(C)N(CC)CC (triethylamine). Product: CN1C(=NC(=C1)[N+](=O)[O-])C(=O)OCC (Ethyl 1-methyl-4-nitroimidazole-2-carboxylate). Reaction SMILES: [CH3:1][N:2]1[CH:6]=[CH:5][N:4]=[CH:3]1.[CH2:7]([O:9][C:10](Cl)=[O:11])[CH3:8].[N+:13]([O-])([OH:15])=[O:14]>C(N(CC)CC)C>[CH3:1][N:2]1[CH:6]=[C:5]([N+:13]([O-:15])=[O:14])[N:4]=[C:3]1[C:10]([O:9][CH2:7][CH3:8])=[O:11]. Procedure details: Ethyl 1-methyl-4-nitroimidazole-2-carboxylate (10) was prepared by treatment of N-methylimidazole (16) with ethylchloroformate and triethylamine followed by nitration with nitric acid. Yield: 40.0%. Product: CC1=C(C(C(=C1C)C)C)C=1C=CC=C2CCCNC12 (8-(2,3,4,5-tetramethyl-1,3-cyclopentadienyl)-1,2,3,4-tetrahydroquinoline). RXN SMILES: [C:1](=O)([O-])[NH2:2].[Li+].C(=O)=O.[Li][C:10](C)(C)[CH3:11].C[C:15]1([CH3:23])[C:19](=O)[C:18]#[C:17][C:16]1([CH3:22])C.Cl.[C:25](=O)([O-])O.[Na+].[C:30]1([CH3:36])[CH:35]=[CH:34][CH:33]=[CH:32][CH:31]=1>O1CCCC1.C(OCC)(=O)C.CCCCCC.CC(C)=O.C(OCC)C>[CH3:22][C:16]1[C:15]([CH3:23])=[C:19]([CH3:25])[CH:18]([CH3:17])[C:36]=1[C:30]1[CH:35]=[CH:34][CH:33]=[C:32]2[C:31]=1[NH:2][CH2:1][CH2:11][CH2:10]2 |f:0.1,6.7|. Starting materials: C(N)([O-])=O.[Li+] (lithium carbamate), CeCl3, solution, CC1(C(C#CC1=O)(C)C)C (tetramethylcyclopentinone), C(O)([O-])=O.[Na+] (sodium hydrogen carbonate), Cl (hydrochloric acid), C(=O)=O (dry ice), [Li]C(C)(C)C (tert-BuLi), C1(=CC=CC=C1)C (toluene). Solvent: O1CCCC1 (tetrahydrofuran), C(C)(=O)OCC (ethyl acetate), CC(=O)C (acetone), CCCCCC (Hexane), CCCCCC (Hexane), O1CCCC1 (Tetrahydrofuran), C(C)OCC (diethyl ether). Procedure details: The prepared lithium carbamate compound (8.47 g, 42.60 mmol) was put in the Schlenk flask. Tetrahydrofuran (4.6 g, 63.9 mmol) and 45 mL of diethyl ether were sequentially added. After the flask was put in a low temperature bath having the temperature of −20° C. which included acetone and a small amount of dry ice and then agitated for 30 min, tert-BuLi (25.1 mL, 1.7M, 42.60 mmol) were added thereto. At this time, the color of the resulting substance was changed to the red color. While the temper... Reaction conditions: temperature -20 celsius, time 6 hour. Reactants: OC1=C(C=O)C=CC(=C1)O (2,4-dihydroxylbenzaldehyde), C(C)(C)(C)C(C(=O)O)(C(=O)O)C(C)(C)C (di-tert-buty malonic acid). The reagents and catalysts are N1CCCCC1 (piperidine). The solvent is C(C)(C)(C)O (tert-butanol). Yields the product C(C)(C)(C)OC(=O)C=1C(OC2=CC(=CC=C2C1)O)=O (7-hydroxyl-3-coumarin carboxylic acid tert-butyl ester). The yield is 53.4%. As a reaction SMILES: [OH:1][C:2]1[CH:9]=[C:8]([OH:10])[CH:7]=[CH:6][C:3]=1[CH:4]=O.C([C:15](C(C)(C)C)([C:19]([OH:21])=[O:20])[C:16]([OH:18])=O)(C)(C)C>C(O)(C)(C)C.N1CCCCC1>[C:3]([O:21][C:19]([C:15]1[C:16](=[O:18])[O:1][C:2]2[C:3]([CH:4]=1)=[CH:6][CH:7]=[C:8]([OH:10])[CH:9]=2)=[O:20])([CH3:6])([CH3:4])[CH3:2]. Procedure: 2,4-dihydroxylbenzaldehyde (0.27 g, 2 mmol) and di-tert-buty malonic acid (0.43 g, 2 mmol) are dissolved in tert-butanol (5 mL), and three drops of piperidine are added. The mixture is refluxed for 16 hours to obtain a suspension. After being placed for cooling, insoluble material is removed by filtrating. The mother liquor is concentrated, and the ethyl acetate is added with stirring. The supernatant is separated, concentrated, and chromatographed over silica gel column with petroleum/ethyl ace... The reactants are N1=C(C=CC=C1)C1=C(C=CC=C1)CC(=O)O (2-(2-Pyridyl)phenylacetic acid), N[C@@H]1CN(CC1)CCC1=CC=C(C=C1)F ((S)-3-amino-1-(2-(4-fluorophenyl)ethyl)pyrrolidine). The product is FC1=CC=C(C=C1)CCN1C[C@H](CC1)NC(CC1=C(C=CC=C1)C1=NC=CC=C1)=O ((S)-N-(1-(2-(4-fluorophenyl)ethyl)pyrrolidin-3-yl)-2-(2-pyridyl)phenylacetamide). Reaction SMILES: [N:1]1[CH:6]=[CH:5][CH:4]=[CH:3][C:2]=1[C:7]1[CH:12]=[CH:11][CH:10]=[CH:9][C:8]=1[CH2:13][C:14]([OH:16])=O.[NH2:17][C@H:18]1[CH2:22][CH2:21][N:20]([CH2:23][CH2:24][C:25]2[CH:30]=[CH:29][C:28]([F:31])=[CH:27][CH:26]=2)[CH2:19]1>>[F:31][C:28]1[CH:29]=[CH:30][C:25]([CH2:24][CH2:23][N:20]2[CH2:21][CH2:22][C@H:18]([NH:17][C:14](=[O:16])[CH2:13][C:8]3[CH:9]=[CH:10][CH:11]=[CH:12][C:7]=3[C:2]3[CH:3]=[CH:4][CH:5]=[CH:6][N:1]=3)[CH2:19]2)=[CH:26][CH:27]=1. Procedure: 2-(2-Pyridyl)phenylacetic acid and (S)-3-amino-1-(2-(4-fluorophenyl)ethyl)pyrrolidine were reacted under the same conditions as in Example 23 to give (S)-N-(1-(2-(4-fluorophenyl)ethyl)pyrrolidin-3-yl)-2-(2-pyridyl)phenylacetamide. The reactants are Cl (hydrochloric acid), SC1=CC=C(C=C1)O (4-Mercaptophenol), [OH-].[K+] (KOH), C1C(C2=CC=CC=C2)O1 (Styrene oxide). Solvent: O (water). Conditions: temperature 120 celsius. Yields the product OC(CSC1=CC=C(C=C1)O)C1=CC=CC=C1 (4-(2-hydroxy-2-phenylethylthio)phenol). RXN SMILES: [SH:1][C:2]1[CH:7]=[CH:6][C:5]([OH:8])=[CH:4][CH:3]=1.[OH-].[K+].[CH2:11]1[O:19][CH:12]1[C:13]1[CH:18]=[CH:17][CH:16]=[CH:15][CH:14]=1.Cl>O>[OH:19][CH:12]([C:13]1[CH:18]=[CH:17][CH:16]=[CH:15][CH:14]=1)[CH2:11][S:1][C:2]1[CH:7]=[CH:6][C:5]([OH:8])=[CH:4][CH:3]=1 |f:1.2|. Procedure: 4-Mercaptophenol (63 grams) and 0.5 gram of KOH were combined in a flask equipped with an agitator, water condenser and thermometer. The combination was heated to 120° C. under nitrogen. Styrene oxide (66 grams) was added dropwise at 100° C. to 135° C. The combination was neutralized with one millimeter of hydrochloric acid and the volatiles stripped off to a pot temperature of 170° C. at 28 millimeters of mercury. The weight of product was 131 grams. Starting materials: C(CC)(=O)N(C1=C(C=CC=C1C)C)CCCC(=O)O (N-propionyl-4-(2,6-dimethylanilino)butyric acid), C(C1=CC=CC=C1)NCCCC(=O)OCC (ethyl 4-(benzylamino)butyrate). Yields the product C(CC)(=O)N(C1=C(C=CC=C1C)C)CCCC(=O)N(CCCC(=O)OCC)CC1=CC=CC=C1 (ethyl N-[N-propionyl-4-(2,6-dimethylanilino)butyryl]-4-(benzylamino)butyrate). RXN SMILES: [C:1]([N:5]([CH2:14][CH2:15][CH2:16][C:17]([OH:19])=O)[C:6]1[C:11]([CH3:12])=[CH:10][CH:9]=[CH:8][C:7]=1[CH3:13])(=[O:4])[CH2:2][CH3:3].[CH2:20]([NH:27][CH2:28][CH2:29][CH2:30][C:31]([O:33][CH2:34][CH3:35])=[O:32])[C:21]1[CH:26]=[CH:25][CH:24]=[CH:23][CH:22]=1>>[C:1]([N:5]([CH2:14][CH2:15][CH2:16][C:17]([N:27]([CH2:20][C:21]1[CH:22]=[CH:23][CH:24]=[CH:25][CH:26]=1)[CH2:28][CH2:29][CH2:30][C:31]([O:33][CH2:34][CH3:35])=[O:32])=[O:19])[C:6]1[C:7]([CH3:13])=[CH:8][CH:9]=[CH:10][C:11]=1[CH3:12])(=[O:4])[CH2:2][CH3:3]. Procedure: Analogously to Example 1, by using equivalent quantities, reacting N-propionyl-4-(2,6-dimethylanilino)butyric acid and ethyl 4-(benzylamino)butyrate and suitable processing produces ethyl N-[N-propionyl-4-(2,6-dimethylanilino)butyryl]-4-(benzylamino)butyrate (oil), saponification of which and processing of the reaction product yields N-[N-propionyl-4-(2,6-dimethylanilino)butyryl]-4-(benzylamino)butyric acid (oil).